From a dataset of the Open Reaction Database (ORD), a public repository of structured organic reaction records. describe an organic reaction: reactants, conditions, products, and yield The reactants are ClC=1C=C(CN2C[C@@H](OCC2)CN)C=CC1Cl (1-[(2S)-4-(3,4-Dichlorobenzyl)morpholin-2-yl]methanamine), CS(=O)(=O)C1=CC=C(C=C1)CC(=O)O (4-(methylsulphonyl)phenylacetic acid). Product: ClC=1C=C(CN2C[C@@H](OCC2)CNC(CC2=CC=C(C=C2)S(=O)(=O)C)=O)C=CC1Cl (N-{[(2S)-4-(3,4-Dichlorobenzyl)morpholin-2-yl]methyl}-2-[4-(methylsulfonyl)phenyl]acetamide). Yield: 47.8%. Reaction SMILES: [Cl:1][C:2]1[CH:3]=[C:4]([CH:14]=[CH:15][C:16]=1[Cl:17])[CH2:5][N:6]1[CH2:11][CH2:10][O:9][C@@H:8]([CH2:12][NH2:13])[CH2:7]1.[CH3:18][S:19]([C:22]1[CH:27]=[CH:26][C:25]([CH2:28][C:29](O)=[O:30])=[CH:24][CH:23]=1)(=[O:21])=[O:20]>>[Cl:1][C:2]1[CH:3]=[C:4]([CH:14]=[CH:15][C:16]=1[Cl:17])[CH2:5][N:6]1[CH2:11][CH2:10][O:9][C@@H:8]([CH2:12][NH:13][C:29](=[O:30])[CH2:28][C:25]2[CH:24]=[CH:23][C:22]([S:19]([CH3:18])(=[O:20])=[O:21])=[CH:27][CH:26]=2)[CH2:7]1. Procedure details: Example 39 was prepared in an analogous manner to Example 1 using a mixture of Intermediate 9 (0.055 g) and 4-(methylsulphonyl)phenylacetic acid (0.050 g) to give the title compound (0.045 g). Starting materials: COC=1C=C(C=C(C1)OC)CCCC(C=C)=O (6-(3,5-dimethoxyphenyl)hex-1-en-3-one), COC=1C=C(C=C(C1)OC)CCCC(CCN(CC)CC)=O (6-(3,5-dimethoxyphenyl)-1-diethylaminohexan-3-one). The solvent is [OH-].[K+] (potassium hydroxide). The product is C(C)C1C(CCC1=O)=O (2-ethylcyclopentane-1,3-dione). As a reaction SMILES: COC1C=[C:5]([CH2:11][CH2:12][CH2:13][C:14](=O)C=C)[CH:6]=[C:7]([O:9]C)C=1.C[O:19]C1C=C(CCCC(=O)CCN(CC)CC)C=C(OC)C=1>[OH-].[K+]>[CH2:13]([CH:12]1[C:7](=[O:9])[CH2:6][CH2:5][C:11]1=[O:19])[CH3:14] |f:2.3|. Procedure details: Reflux 6-(3,5-dimethoxyphenyl)hex-1-en-3-one, containing a small amount of 6-(3,5-dimethoxyphenyl)-1-diethylaminohexan-3-one (6 g, produced by slow distillation of the latter substance) with 2-ethylcyclopentane-1,3-dione (3.5 g) in 0.12% anhydrous methanolic potassium hydroxide (10 cc) for 10 hours. Work up the reaction mixture as for the preparation of 2-(6-m-acetoxyphenyl-3-oxohexyl)-2-methylcyclopentane-1,3-dione to obtain 2-[6-(3,5-dimethoxyphenyl)-3-oxohexyl]-2-ethylcyclopentane-1,3-dione a...